Dataset: the Open Reaction Database (ORD), a public repository of structured organic reaction records. Task: describe an organic reaction: reactants, conditions, products, and yield Starting materials: ClC1=CC(=NC2=CC(=CC=C12)O)C1=CC=CC=C1 (4-chloro-2-phenyl-quinolin-7-ol), NCC(CO)O ((RS)-3-amino-1,2-propandiol). Product: Cl.OC1=CC=C2C(=CC(=NC2=C1)C1=CC=CC=C1)NCC(CO)O ((RS)-3-(7-Hydroxy-2-phenyl-quinolin-4-ylamino)-propane-1,2-diol hydrochloride). Reaction SMILES: [Cl:1][C:2]1[C:11]2[C:6](=[CH:7][C:8]([OH:12])=[CH:9][CH:10]=2)[N:5]=[C:4]([C:13]2[CH:18]=[CH:17][CH:16]=[CH:15][CH:14]=2)[CH:3]=1.[NH2:19][CH2:20][CH:21]([OH:24])[CH2:22][OH:23]>>[ClH:1].[OH:12][C:8]1[CH:7]=[C:6]2[C:11]([C:2]([NH:19][CH2:20][CH:21]([OH:24])[CH2:22][OH:23])=[CH:3][C:4]([C:13]3[CH:18]=[CH:17][CH:16]=[CH:15][CH:14]=3)=[N:5]2)=[CH:10][CH:9]=1 |f:2.3|. Procedure details: The title compound, m.p. 267-268° C., and MS: m/e=310 (M+), was prepared from 4-chloro-2-phenyl-quinolin-7-ol and (RS)-3-amino-1,2-propandiol. Starting materials: O=C([O-])[O-], Cc1nc(Br)sc1C(=O)NCc1ccccc1, Cc1ccccc1, CCO, [K+], [K+], O, c1ccc(P(c2ccccc2)(c2ccccc2)[Pd](P(c2ccccc2)(c2ccccc2)c2ccccc2)(P(c2ccccc2)(c2ccccc2)c2ccccc2)P(c2ccccc2)(c2ccccc2)c2ccccc2)cc1, OB(O)c1ccn[nH]1. Yields the product Cc1nc(-c2ccn[nH]2)sc1C(=O)NCc1ccccc1. Reaction SMILES: [C:26](=[O:27])([O-:28])[O-:29].[CH2:1]([c:2]1[cH:3][cH:4][cH:5][cH:6][cH:7]1)[NH:8][C:9](=[O:10])[c:11]1[c:12]([CH3:17])[n:13][c:14]([Br:16])[s:15]1.[CH3:32][c:33]1[cH:34][cH:35][cH:36][cH:37][cH:38]1.[CH3:40][CH2:41][OH:42].[K+:30].[K+:31].[OH2:39].[cH:43]1[cH:44][cH:45][c:46]([P:47]([Pd:48]([P:49]([c:50]2[cH:51][cH:52][cH:53][cH:54][cH:55]2)([c:56]2[cH:57][cH:58][cH:59][cH:60][cH:61]2)[c:62]2[cH:63][cH:64][cH:65][cH:66][cH:67]2)([P:68]([c:69]2[cH:70][cH:71][cH:72][cH:73][cH:74]2)([c:75]2[cH:76][cH:77][cH:78][cH:79][cH:80]2)[c:81]2[cH:82][cH:83][cH:84][cH:85][cH:86]2)[P:87]([c:88]2[cH:89][cH:90][cH:91][cH:92][cH:93]2)([c:94]2[cH:95][cH:96][cH:97][cH:98][cH:99]2)[c:100]2[cH:101][cH:102][cH:103][cH:104][cH:105]2)([c:106]2[cH:107][cH:108][cH:109][cH:110][cH:111]2)[c:112]2[cH:113][cH:114][cH:115][cH:116][cH:117]2)[cH:118][cH:119]1.[nH:18]1[n:19][cH:20][cH:21][c:22]1[B:23]([OH:24])[OH:25]>>[CH2:1]([c:2]1[cH:3][cH:4][cH:5][cH:6][cH:7]1)[NH:8][C:9](=[O:10])[c:11]1[c:12]([CH3:17])[n:13][c:14](-[c:22]2[nH:18][n:19][cH:20][cH:21]2)[s:15]1. Starting materials: [Al+3], COc1cccc2c1CC1C(CC(=O)N1Cc1ccccc1)C2, [H-], [H-], [H-], [H-], [Li+]. Product: COc1cccc2c1CC1C(CCN1Cc1ccccc1)C2. As a reaction SMILES: [Al+3:2].[CH2:7]([c:8]1[cH:9][cH:10][cH:11][cH:12][cH:13]1)[N:14]1[C:15](=[O:29])[CH2:16][CH:17]2[CH2:18][c:19]3[c:20]([c:23]([O:27][CH3:28])[cH:24][cH:25][cH:26]3)[CH2:21][CH:22]12.[H-:1].[H-:4].[H-:5].[H-:6].[Li+:3]>>[CH2:7]([c:8]1[cH:9][cH:10][cH:11][cH:12][cH:13]1)[N:14]1[CH2:15][CH2:16][CH:17]2[CH2:18][c:19]3[c:20]([c:23]([O:27][CH3:28])[cH:24][cH:25][cH:26]3)[CH2:21][CH:22]12. Reactants: C(C)O\C(\C(=O)O)=C/C1=CC=C(C=2SC=CC21)OCCC=2N=C(OC2C)C2=CC=CC=C2 (2Z-ethoxy-3-{7-[2-(5-methyl-2-phenyl-oxazol-4-yl)-ethoxy]-benzo[b]thiophen-4-yl}-acrylic acid). The reagents and catalysts are Ru(OAc)2[3,5-xyl-MeOBIPHEP]. The solvent is C(C)O (ethanol). Yields the product C(C)OC(C(=O)O)CC1=CC=C(C=2SC=CC21)OCCC=2N=C(OC2C)C2=CC=CC=C2 ([rac]-2-ethoxy-3-{7-[2-(5-methyl-2-phenyl-oxazol-4-yl)-ethoxy]-benzo[b]thiophen-4-yl}-propionic acid). The yield is 94.8%. Reaction SMILES: [CH2:1]([O:3]/[C:4](=[CH:8]\[C:9]1[C:17]2[CH:16]=[CH:15][S:14][C:13]=2[C:12]([O:18][CH2:19][CH2:20][C:21]2[N:22]=[C:23]([C:27]3[CH:32]=[CH:31][CH:30]=[CH:29][CH:28]=3)[O:24][C:25]=2[CH3:26])=[CH:11][CH:10]=1)/[C:5]([OH:7])=[O:6])[CH3:2]>C(O)C>[CH2:1]([O:3][CH:4]([CH2:8][C:9]1[C:17]2[CH:16]=[CH:15][S:14][C:13]=2[C:12]([O:18][CH2:19][CH2:20][C:21]2[N:22]=[C:23]([C:27]3[CH:28]=[CH:29][CH:30]=[CH:31][CH:32]=3)[O:24][C:25]=2[CH3:26])=[CH:11][CH:10]=1)[C:5]([OH:7])=[O:6])[CH3:2]. Procedure: 0.175 g (0.39 mmol) 2Z-Ethoxy-3-{7-[2-(5-methyl-2-phenyl-oxazol-4-yl)-ethoxy]-benzo[b]thiophen-4-yl}-acrylic acid (example 103) were hydrogenated with racemic Ru(OAc)2[3,5-xyl-MeOBIPHEP] catalyst in ethanol at 60° C. and a pressure of 60 bar to give 0.167 g [rac]-2-ethoxy-3-{7-[2-(5-methyl-2-phenyl-oxazol-4-yl)-ethoxy]-benzo[b]thiophen-4-yl}-propionic acid as light grey solid. The reactants are NC1=C(C(=NN1)C1=CC=C(C=C1)F)C1=CC=NC=C1 (5-amino-3-(4-fluorophenyl)-4-(pyridin-4-yl)pyrazole), CC(=CC(C)=O)C (4-methyl-3-penten-2-one). The product is FC1=CC=C(C=C1)C1=NN2C(N=C(CC2(C)C)C)=C1C1=CC=NC=C1 (6,7-dihydro-2-(4-fluorophenyl)-3-(pyridin-4-yl)-5,7,7-trimethylpyrazolo[1,5-a]pyrimidine). RXN SMILES: [NH2:1][C:2]1[NH:6][N:5]=[C:4]([C:7]2[CH:12]=[CH:11][C:10]([F:13])=[CH:9][CH:8]=2)[C:3]=1[C:14]1[CH:19]=[CH:18][N:17]=[CH:16][CH:15]=1.[CH3:20][C:21]([CH3:26])=[CH:22][C:23](=O)[CH3:24]>>[F:13][C:10]1[CH:11]=[CH:12][C:7]([C:4]2[C:3]([C:14]3[CH:19]=[CH:18][N:17]=[CH:16][CH:15]=3)=[C:2]3[N:1]=[C:23]([CH3:24])[CH2:22][C:21]([CH3:26])([CH3:20])[N:6]3[N:5]=2)=[CH:8][CH:9]=1. Procedure: A mixture of 5-amino-3-(4-fluorophenyl)-4-(pyridin-4-yl)pyrazole (254 mg) and 4-methyl-3-penten-2-one (5 ml) was refluxed for 5 hours. The reaction mixture was cooled and concentrated in vacuo. The residue was purified by column chromatography on silica gel and the obtained oil was crystallized from a mixture of ethyl acetate and hexane to give 6,7-dihydro-2-(4-fluorophenyl)-3-(pyridin-4-yl)-5,7,7-trimethylpyrazolo[1,5-a]pyrimidine (83 mg).